From a dataset of the Open Reaction Database (ORD), a public repository of structured organic reaction records. describe an organic reaction: reactants, conditions, products, and yield Starting materials: O=P(Cl)(Cl)Cl (POCl3), N1=CC=CC=C1 (pyridine), CO (methanol), P(=O)([O-])([O-])[O-] (phosphate), ClC(CO)CC(Cl)(Cl)Cl (2,4,4,4-tetrachlorobutanol), N1=CC=CC=C1 (pyridine), P(=O)(OC(C(CC(Cl)(Cl)Cl)Cl)(C)C)([O-])[O-] (dimethyl-2,4,4,4-tetrachlorobutyl phosphate). The solvent is C(Cl)(Cl)Cl (chloroform), C(Cl)(Cl)(Cl)Cl (carbon tetrachloride). Product: P(=O)(OC)(OC)OCC(CC(Cl)(Cl)Cl)Cl (Dimethyl 2,4,4,4-tetrachlorobutyl phosphate). RXN SMILES: O=P(Cl)(Cl)Cl.[Cl:6][CH:7]([CH2:10][C:11]([Cl:14])([Cl:13])[Cl:12])[CH2:8][OH:9].N1C=CC=CC=1.[CH3:21]O.[P:23]([O-:37])([O-:36])([O:25][C:26](C)(C)C(Cl)CC(Cl)(Cl)Cl)=O.P([O-])([O-])([O-])=O>C(Cl)(Cl)Cl.C(Cl)(Cl)(Cl)Cl>[P:23]([O:9][CH2:8][CH:7]([Cl:6])[CH2:10][C:11]([Cl:14])([Cl:13])[Cl:12])([O:25][CH3:26])([O:37][CH3:21])=[O:36]. Reported procedure: Into a 3-necked flask fitted with a stirrer, thermometer and drying tube, a solution of 91.8 g. (0.6 mole) POCl3 and 127 g. (0.6 mole) 2,4,4,4-tetrachlorobutanol in a mixture of 400 mls. of carbon tetrachloride and 100 mls. of chloroform was poured. A total of 52 g. (0.67 mole) of pyridine was added dropwise while stirring and holding the temperature below 12° C. A mixture of 42 g. (1.3 moles) of methanol in 104 g. (1.3 moles) of pyridine was added while keeping the temperature below 21° C. Afte... Starting materials: Cc1ccc2c(c1)C(C)(C)C(CC(=O)O)CC2(C)C, CC(=O)[O-], CC(=O)[O-], CC(=O)[O-], CC(=O)[O-], [Cl-], [Li+], [Pb+4], c1ccccc1. The product is Cc1ccc2c(c1)C(C)(C)C(CCl)CC2(C)C. As a reaction SMILES: [C:1]([OH:2])(=[O:3])[CH2:4][CH:5]1[CH2:6][C:7]([CH3:18])([CH3:19])[c:8]2[cH:9][cH:10][c:11]([CH3:17])[cH:12][c:13]2[C:14]1([CH3:15])[CH3:16].[C:20]([O-:21])(=[O:22])[CH3:23].[C:24]([O-:25])(=[O:26])[CH3:27].[C:28]([O-:29])(=[O:30])[CH3:31].[C:32]([O-:33])(=[O:34])[CH3:35].[Cl-:38].[Li+:37].[Pb+4:36].[cH:39]1[cH:40][cH:41][cH:42][cH:43][cH:44]1>>[CH2:4]([CH:5]1[CH2:6][C:7]([CH3:18])([CH3:19])[c:8]2[cH:9][cH:10][c:11]([CH3:17])[cH:12][c:13]2[C:14]1([CH3:15])[CH3:16])[Cl:38]. Reactants: CCCCc1ccc(B(O)O)cc1, COC(=S)c1cc(N)c(C)s1. Product: CCCCc1ccc(Nc2cc(C(=S)OC)sc2C)cc1. Reaction SMILES: [CH2:12]([CH2:13][CH2:14][CH3:15])[c:16]1[cH:17][cH:18][c:19]([B:22]([OH:23])[OH:24])[cH:20][cH:21]1.[NH2:1][c:2]1[cH:3][c:4]([C:8](=[S:9])[O:10][CH3:11])[s:5][c:6]1[CH3:7]>>[NH:1]([c:2]1[cH:3][c:4]([C:8](=[S:9])[O:10][CH3:11])[s:5][c:6]1[CH3:7])[c:19]1[cH:18][cH:17][c:16]([CH2:12][CH2:13][CH2:14][CH3:15])[cH:21][cH:20]1. Starting materials: Cl (hydrochloric acid), C(C)(C)(C)OC(=O)N[C@@H](C(=O)OC)CCCC(=O)C1=CC=C(C=C1)Cl (methyl (R)-2-tert-butoxycarbonylamino-6-(4-chlorophenyl)-6-oxohexanoate). Solvent: C(C)(=O)OCC (ethyl acetate), C(C)(=O)OCC (ethyl acetate). Conditions: time 12 hour. Yields the product ClC1=CC=C(C=C1)[C@@H]1CCC[C@@H](N1)C(=O)OC (methyl (2R,6S)-6-(4-chlorophenyl)piperidine-2-carboxylate). The yield is 37.8%. As a reaction SMILES: Cl.C(OC([NH:9][C@H:10]([CH2:15][CH2:16][CH2:17][C:18]([C:20]1[CH:25]=[CH:24][C:23]([Cl:26])=[CH:22][CH:21]=1)=O)[C:11]([O:13][CH3:14])=[O:12])=O)(C)(C)C>C(OCC)(=O)C>[Cl:26][C:23]1[CH:24]=[CH:25][C:20]([C@H:18]2[NH:9][C@@H:10]([C:11]([O:13][CH3:14])=[O:12])[CH2:15][CH2:16][CH2:17]2)=[CH:21][CH:22]=1. Reported procedure: To a solution of (R)-6-oxopiperidine-1,2-dicarboxylic acid 1-tert-butyl ester 2-methyl ester (9.00 g) in THF (120 mL), 4-chlorophenylmagnesium bromide (1.0 M solution in diethyl ether, 42 mL) was added in a nitrogen atmosphere at −78° C. over 20 minutes. The reaction solution was heated from −78° C. to −40° C. over 1.5 hours while stirring, and then quenched with a saturated ammonium chloride solution at −40° C. Water was added to the reaction solution, followed by extraction with ethyl acetate.... Reactants: O=C(n1ccnc1)n1ccnc1, ClCCl, Cc1ncc(-c2nc(Nc3ccc(N4CCNCC4)cc3)ncc2Cl)n1C(C)C, CC(C)(O)C(=O)O. Product: Cc1ncc(-c2nc(Nc3ccc(N4CCN(C(=O)C(C)(C)O)CC4)cc3)ncc2Cl)n1C(C)C. As a reaction SMILES: [C:8]([n:9]1[cH:10][cH:11][n:12][cH:13]1)([n:14]1[cH:15][cH:16][n:17][cH:18]1)=[O:19].[Cl:49][CH2:50][Cl:51].[N:20]1([c:26]2[cH:27][cH:28][c:29]([NH:30][c:31]3[n:32][cH:33][c:34]([Cl:46])[c:35](-[c:37]4[cH:38][n:39][c:40]([CH3:45])[n:41]4[CH:42]([CH3:43])[CH3:44])[n:36]3)[cH:47][cH:48]2)[CH2:21][CH2:22][NH:23][CH2:24][CH2:25]1.[OH:1][C:2]([C:3](=[O:4])[OH:5])([CH3:6])[CH3:7]>>[OH:1][C:2]([C:3](=[O:4])[N:23]1[CH2:22][CH2:21][N:20]([c:26]2[cH:27][cH:28][c:29]([NH:30][c:31]3[n:32][cH:33][c:34]([Cl:46])[c:35](-[c:37]4[cH:38][n:39][c:40]([CH3:45])[n:41]4[CH:42]([CH3:43])[CH3:44])[n:36]3)[cH:47][cH:48]2)[CH2:25][CH2:24]1)([CH3:6])[CH3:7]. Reactants: COC1=CC=C(C=C1)C=1OC(=C(N1)CCO)C (2-[2-(4-methoxy-phenyl)-5-methyl-oxazol-4-yl]-ethanol), C1(=CC=CC=C1)P(C1=CC=CC=C1)C1=CC=CC=C1 (triphenylphosphine), N(=NC(=O)OCC)C(=O)OCC (DEAD), COC(C(CC1=CC=C(C2=CC=CC=C12)O)OC)=O ([rac]-3-(4-hydroxy-naphthalen-1-yl)-2-methoxy-propionic acid methyl ester). Yields the product COC(C(CC1=CC=C(C2=CC=CC=C12)OCCC=1N=C(OC1C)C1=CC=C(C=C1)OC)OC)=O ([rac]-2-methoxy-3-(4-{2-[2-(4-methoxy-phenyl)-5-methyl-oxazol-4-yl]-ethoxy}-naphthalen-1-yl)-propionic acid methyl ester). As a reaction SMILES: [CH3:1][O:2][C:3](=[O:19])[CH:4]([O:17][CH3:18])[CH2:5][C:6]1[C:15]2[C:10](=[CH:11][CH:12]=[CH:13][CH:14]=2)[C:9]([OH:16])=[CH:8][CH:7]=1.[CH3:20][O:21][C:22]1[CH:27]=[CH:26][C:25]([C:28]2[O:29][C:30]([CH3:36])=[C:31]([CH2:33][CH2:34]O)[N:32]=2)=[CH:24][CH:23]=1.C1(P(C2C=CC=CC=2)C2C=CC=CC=2)C=CC=CC=1.N(C(OCC)=O)=NC(OCC)=O>>[CH3:1][O:2][C:3](=[O:19])[CH:4]([O:17][CH3:18])[CH2:5][C:6]1[C:15]2[C:10](=[CH:11][CH:12]=[CH:13][CH:14]=2)[C:9]([O:16][CH2:34][CH2:33][C:31]2[N:32]=[C:28]([C:25]3[CH:26]=[CH:27][C:22]([O:21][CH3:20])=[CH:23][CH:24]=3)[O:29][C:30]=2[CH3:36])=[CH:8][CH:7]=1. Reported procedure: In analogy to the procedure described in example 17 a], [rac]-3-(4-hydroxy-naphthalen-1-yl)-2-methoxy-propionic acid methyl ester was reacted with 2-[2-(4-methoxy-phenyl)-5-methyl-oxazol-4-yl]-ethanol [J. Med. Chem. (1998), 41(25), 5037-5054] in the presence of triphenylphosphine and DEAD (diethyl azodicarboxylate) to yield [rac]-2-methoxy-3-(4-{2-[2-(4-methoxy-phenyl)-5-methyl-oxazol-4-yl]-ethoxy}-naphthalen-1-yl)-propionic acid methyl ester, which was further saponified in analogy to the proce...